Dataset: the Open Reaction Database (ORD), a public repository of structured organic reaction records. Task: describe an organic reaction: reactants, conditions, products, and yield Starting materials: N1CCC(CC1)=O (4-piperidone), ClC1=C(CCl)C=CC=C1 (2-chlorobenzyl chloride). Yields the product ClC1=C(CN2CCC(CC2)=O)C=CC=C1 (1-(2-Chlorobenzyl)-4-piperidone). RXN SMILES: [NH:1]1[CH2:6][CH2:5][C:4](=[O:7])[CH2:3][CH2:2]1.[Cl:8][C:9]1[CH:16]=[CH:15][CH:14]=[CH:13][C:10]=1[CH2:11]Cl>>[Cl:8][C:9]1[CH:16]=[CH:15][CH:14]=[CH:13][C:10]=1[CH2:11][N:1]1[CH2:6][CH2:5][C:4](=[O:7])[CH2:3][CH2:2]1. Procedure details: 1-(2-Chlorobenzyl)-4-piperidone is prepared from 4-piperidone and 2-chlorobenzyl chloride essentially as described above in Example 38, Scheme C, step a. The reactants are C(C)OC(C(CC=1C(=C2C=CNC2=CC1)C)OCC)=O (rac-2-ethoxy-3-(4-methyl-1H-indol-5-yl)-propionic acid ethyl ester), 10h, ClCC=1N=C(OC1C)C1=CC=C(C=C1)C(C)C (4-chloromethyl-2-(4-isopropyl-phenyl)-5-methyl-oxazole). Product: C(C)OC(C(=O)O)CC=1C(=C2C=CN(C2=CC1)CC=1N=C(OC1C)C1=CC=C(C=C1)C(C)C)C (rac-2-ethoxy-3-{1-[2-(4-isopropyl-phenyl)-5-methyl-oxazol-4-ylmethyl]-4-methyl-1H-indol-5-yl}-propionic acid). As a reaction SMILES: C([O:3][C:4](=[O:20])[CH:5]([O:17][CH2:18][CH3:19])[CH2:6][C:7]1[C:8]([CH3:16])=[C:9]2[C:13](=[CH:14][CH:15]=1)[NH:12][CH:11]=[CH:10]2)C.Cl[CH2:22][C:23]1[N:24]=[C:25]([C:29]2[CH:34]=[CH:33][C:32]([CH:35]([CH3:37])[CH3:36])=[CH:31][CH:30]=2)[O:26][C:27]=1[CH3:28]>>[CH2:18]([O:17][CH:5]([CH2:6][C:7]1[C:8]([CH3:16])=[C:9]2[C:13](=[CH:14][CH:15]=1)[N:12]([CH2:22][C:23]1[N:24]=[C:25]([C:29]3[CH:30]=[CH:31][C:32]([CH:35]([CH3:37])[CH3:36])=[CH:33][CH:34]=3)[O:26][C:27]=1[CH3:28])[CH:11]=[CH:10]2)[C:4]([OH:3])=[O:20])[CH3:19]. Procedure: In analogy to the procedure described in example 44, rac-2-ethoxy-3-(4-methyl-1H-indol-5-yl)-propionic acid ethyl ester [preparation 10h)] was reacted with 4-chloromethyl-2-(4-isopropyl-phenyl)-5-methyl-oxazole to give rac-2-ethoxy-3-{1-[2-(4-isopropyl-phenyl)-5-methyl-oxazol-4-ylmethyl]-4-methyl-1H-indol-5-yl}-propionic acid as light yellow solid. Reactants: [Al+3], Brc1ccc2ccccc2c1, CC(=O)Cl, [Cl-], [Cl-], [Cl-], O=[N+]([O-])c1ccccc1. Yields the product CC(=O)c1ccc2cc(Br)ccc2c1. RXN SMILES: [Al+3:13].[Br:1][c:2]1[cH:3][c:4]2[cH:5][cH:6][cH:7][cH:8][c:9]2[cH:10][cH:11]1.[CH3:16][C:17]([Cl:18])=[O:19].[Cl-:12].[Cl-:14].[Cl-:15].[O-:20][N+:21]([c:22]1[cH:23][cH:24][cH:25][cH:26][cH:27]1)=[O:28]>>[Br:1][c:2]1[cH:3][c:4]2[cH:5][cH:6][c:7]([C:17]([CH3:16])=[O:19])[cH:8][c:9]2[cH:10][cH:11]1. The reactants are Brc1ncnc2oc(-c3ccccc3)c(-c3ccccc3)c12, CCCCO, CCN(C(C)C)C(C)C, O=C([O-])C(F)(F)F, [NH3+]CC1CCCS1. The product is c1ccc(-c2oc3ncnc(NCC4CCCS4)c3c2-c2ccccc2)cc1. RXN SMILES: [Br:15][c:16]1[c:17]2[c:18]([n:19][cH:20][n:21]1)[o:22][c:23](-[c:31]1[cH:32][cH:33][cH:34][cH:35][cH:36]1)[c:24]2-[c:25]1[cH:26][cH:27][cH:28][cH:29][cH:30]1.[CH2:46]([OH:47])[CH2:48][CH2:49][CH3:50].[CH:37]([N:38]([CH2:39][CH3:40])[CH:41]([CH3:42])[CH3:43])([CH3:44])[CH3:45].[F:1][C:2]([F:3])([F:4])[C:5]([O-:6])=[O:7].[S:8]1[CH:9]([CH2:13][NH3+:14])[CH2:10][CH2:11][CH2:12]1>>[S:8]1[CH:9]([CH2:13][NH:14][c:16]2[c:17]3[c:18]([n:19][cH:20][n:21]2)[o:22][c:23](-[c:31]2[cH:32][cH:33][cH:34][cH:35][cH:36]2)[c:24]3-[c:25]2[cH:26][cH:27][cH:28][cH:29][cH:30]2)[CH2:10][CH2:11][CH2:12]1. Reactants: imidate, CCO.N (EtOH NH3), nitrile, Cl.Cl.C(N)(=N)C1=CC(=C(C=C1)C1=NOC(=C1)C1=C(C=C(C=C1)C(N)=N)OC)OC (3,5-Bis(4-amidino-2-methoxyphenyl)isoxazole dihydrochloride), 55. The reagents and catalysts are [Pd] (Pd/C). Run in CCO (EtOH). Reaction conditions: time 2.5 hour. Product: Cl.Cl.C(N)(=N)C=1C=C(C=CC1)C1=NOC(=C1)C1=CC=C(C=C1)C(N)=N (3-(3-Amidinophenyl)-5-(4-amidinophenyl)isoxazole dihydrochloride), solid. Yield: 10.0%. As a reaction SMILES: [ClH:1].Cl.C(C1C=CC([C:12]2[CH:16]=[C:15]([C:17]3[CH:22]=[CH:21][C:20]([C:23](=[NH:25])[NH2:24])=[CH:19][C:18]=3OC)[O:14][N:13]=2)=C(OC)C=1)(=N)N.[CH3:30][CH2:31]O.[NH3:33]>[Pd].CCO>[ClH:1].[ClH:1].[C:12]([C:16]1[CH:15]=[C:17]([C:12]2[CH:16]=[C:15]([C:17]3[CH:22]=[CH:21][C:20]([C:23](=[NH:25])[NH2:24])=[CH:19][CH:18]=3)[O:14][N:13]=2)[CH:18]=[CH:30][CH:31]=1)(=[NH:13])[NH2:33] |f:0.1.2,3.4,7.8.9|. Procedure: 5-(4-Amidinophenyl)-3-phenylisoxazole hydrochloride (1) was prepared from 5-(4-cyanophenyl)-3-phenylisoxazole, see Chrisope, D. R. et al., J. Heterocylic Chem., 18(4), 795-798 (1981), (1.70 g, 6.90 mmol) following the general method in benzene, to give a solid (0.82 g, 40%): mp 262-265° C.; 1H NMR (90 MHz) δ 9.63 (br s, 2H), 9.50 (br s, 2H), 8.08 (m, 6H), 7.82 (s, 1H), 7.60 (m, 3H). Anal. (C16H13N3O.HCl.0.2H2O) C, H, N. 3-(4-Amidinophenyl)-5-phenylisoxazole (2) was prepared as immediately above ...